Dataset: the Open Reaction Database (ORD), a public repository of structured organic reaction records. Task: describe an organic reaction: reactants, conditions, products, and yield Starting materials: C(CC)N(C(=O)C=1C=C(C(=O)OC)C=C(C1)I)CCC (methyl 3-[(dipropylamino)carbonyl]-5-iodobenzoate), O(CC)CN1C=NC=C1 (1-ethoxylmethylimidazole), C(CCC)[Li] (n-butyllithium), solution. Reagents/catalysts: C1(=CC=CC=C1)P(C1=CC=CC=C1)C1=CC=CC=C1.C1(=CC=CC=C1)P(C1=CC=CC=C1)C1=CC=CC=C1.C1(=CC=CC=C1)P(C1=CC=CC=C1)C1=CC=CC=C1.C1(=CC=CC=C1)P(C1=CC=CC=C1)C1=CC=CC=C1.[Pd] (palladium(0) tetrakis(triphenylphosphine)), [Cl-].[Zn+2].[Cl-] (zinc chloride). Run in C(C)(=O)OCC (ethyl acetate), O1CCCC1 (tetrahydrofuran), C(C)OCC (diethyl ether). Run at temperature 0 celsius, time 30 minute. Product: C(CC)N(C(=O)C=1C=C(C(=O)OC)C=C(C1)C=1N(C=CN1)COCC)CCC (Methyl 3-[(dipropylamino)carbonyl]-5-[1-(ethoxymethyl)-1H-imidazol-2-yl]benzoate). As a reaction SMILES: [O:1]([CH2:4][N:5]1[CH:9]=[CH:8][N:7]=[CH:6]1)[CH2:2][CH3:3].C([Li])CCC.[CH2:15]([N:18]([CH2:32][CH2:33][CH3:34])[C:19]([C:21]1[CH:22]=[C:23]([CH:28]=[C:29](I)[CH:30]=1)[C:24]([O:26][CH3:27])=[O:25])=[O:20])[CH2:16][CH3:17]>O1CCCC1.C(OCC)C.C(OCC)(=O)C.[Cl-].[Zn+2].[Cl-].C1(P(C2C=CC=CC=2)C2C=CC=CC=2)C=CC=CC=1.C1(P(C2C=CC=CC=2)C2C=CC=CC=2)C=CC=CC=1.C1(P(C2C=CC=CC=2)C2C=CC=CC=2)C=CC=CC=1.C1(P(C2C=CC=CC=2)C2C=CC=CC=2)C=CC=CC=1.[Pd]>[CH2:32]([N:18]([CH2:15][CH2:16][CH3:17])[C:19]([C:21]1[CH:22]=[C:23]([CH:28]=[C:29]([C:6]2[N:5]([CH2:4][O:1][CH2:2][CH3:3])[CH:9]=[CH:8][N:7]=2)[CH:30]=1)[C:24]([O:26][CH3:27])=[O:25])=[O:20])[CH2:33][CH3:34] |f:6.7.8,9.10.11.12.13|. Procedure: To a −70° C. stirred solution of 1-ethoxylmethylimidazole (J. Am. Chem. Soc. 1978, 100, 3918) (420 mg, 3.3 mmol) in tetrahydrofuran (10 mL) is added n-butyllithium (1.6 M in hexanes, 2.3 mL, 3.6 mmol). After 30 min, zinc chloride (9.9 mL of a 1 M solution in diethyl ether, 9.9 mmol) is added and the reaction mixture is warmed to 0° C. for 1 h. To this mixture is then added methyl 3-[(dipropylamino)carbonyl]-5-iodobenzoate (1.17 g, 3 mmol) followed by palladium(0) tetrakis(triphenylphosphine) (17...